This data is from the Open Reaction Database (ORD), a public repository of structured organic reaction records. The task is: describe an organic reaction: reactants, conditions, products, and yield Reactants: ClC1OC(COCc2ccccc2)C(OCc2ccccc2)C1OCc1ccccc1, CC#N, Clc1nc2cc(Cl)c(Cl)cc2[nH]1, [H-], [Na+]. The product is Clc1cc2nc(Cl)n(C3OC(COCc4ccccc4)C(OCc4ccccc4)C3OCc3ccccc3)c2cc1Cl. As a reaction SMILES: [CH2:15]([c:16]1[cH:17][cH:18][cH:19][cH:20][cH:21]1)[O:22][CH:23]1[CH:24]([Cl:45])[O:25][CH:26]([CH2:36][O:37][CH2:38][c:39]2[cH:40][cH:41][cH:42][cH:43][cH:44]2)[CH:27]1[O:28][CH2:29][c:30]1[cH:31][cH:32][cH:33][cH:34][cH:35]1.[CH3:46][C:47]#[N:48].[Cl:1][c:2]1[nH:3][c:4]2[c:5]([n:6]1)[cH:7][c:8]([Cl:12])[c:9]([Cl:11])[cH:10]2.[H-:14].[Na+:13]>>[Cl:1][c:2]1[n:3]([CH:24]2[CH:23]([O:22][CH2:15][c:16]3[cH:17][cH:18][cH:19][cH:20][cH:21]3)[CH:27]([O:28][CH2:29][c:30]3[cH:31][cH:32][cH:33][cH:34][cH:35]3)[CH:26]([CH2:36][O:37][CH2:38][c:39]3[cH:40][cH:41][cH:42][cH:43][cH:44]3)[O:25]2)[c:4]2[c:5]([n:6]1)[cH:7][c:8]([Cl:12])[c:9]([Cl:11])[cH:10]2. The reactants are OC1=CC=2NC3=CC=CC=C3C2C=C1 (2-hydroxycarbazole), aqueous solution, [OH-].[Na+] (sodium hydroxide), C1=CC=CC=C1 (benzene), CI (methyl iodide). Reagents/catalysts: [Cl-].C(C1=CC=CC=C1)[N+](CC)(CC)CC (benzyltriethyl ammonium chloride). Solvent: O (water). Run at time 2 hour. Yields the product OC1=CC=2N(C3=CC=CC=C3C2C=C1)C (2-hydroxy-9-methylcarbazole). Reaction SMILES: [OH:1][C:2]1[CH:14]=[CH:13][C:12]2[C:11]3[C:6](=[CH:7][CH:8]=[CH:9][CH:10]=3)[NH:5][C:4]=2[CH:3]=1.[OH-].[Na+].[CH:17]1C=CC=CC=1.CI>[Cl-].C([N+](CC)(CC)CC)C1C=CC=CC=1.O>[OH:1][C:2]1[CH:14]=[CH:13][C:12]2[C:11]3[C:6](=[CH:7][CH:8]=[CH:9][CH:10]=3)[N:5]([CH3:17])[C:4]=2[CH:3]=1 |f:1.2,5.6|. Procedure: To a mixture comprising 20 g of 2-hydroxycarbazole, 3 g of benzyltriethyl ammonium chloride, 70 ml of a 50% aqueous solution of sodium hydroxide and 10 ml of benzene was added dropwise 25 g of methyl iodide. After the dropwise addition, the mixture was stirred for 2 hours. The mixture was poured into hot water and the mixture was allowed to stand at room temperature overnight. The precipitated solid was recovered by filtration, washed with water and dried to obtain a yellowish brown solid of 2-h...